From a dataset of the Open Reaction Database (ORD), a public repository of structured organic reaction records. describe an organic reaction: reactants, conditions, products, and yield The reactants are NC([C@H](CC1=CC=C(C=C1)B1OC(C(O1)(C)C)(C)C)NC(=O)[C@H]1N(CCCC1)C(=O)OC(C)(C)C)=O ((S)-tert-butyl 2-((S)-1-amino-1-oxo-3-(4-(4,4,5,5-tetramethyl-1,3,2-dioxaborolan-2-yl)phenyl)propan-2-ylcarbamoyl)piperidine-1-carboxylate), BrC1=CC2=C(N(C(S2)=O)C)C=C1 (6-bromo-3-methylbenzo[d]thiazol-2(3H)-one). The product is NC([C@H](CC1=CC=C(C=C1)C1=CC2=C(N(C(S2)=O)C)C=C1)NC(=O)[C@H]1N(CCCC1)C(=O)OC(C)(C)C)=O ((S)-tert-Butyl 2-((S)-1-amino-3-(4-(3-methyl-2-oxo-2,3-dihydrobenzo[d]thiazol-6-yl)phenyl)-1-oxopropan-2-ylcarbamoyl)piperidine-1-carboxylate). Reaction SMILES: [NH2:1][C:2](=[O:36])[C@@H:3]([NH:20][C:21]([C@@H:23]1[CH2:28][CH2:27][CH2:26][CH2:25][N:24]1[C:29]([O:31][C:32]([CH3:35])([CH3:34])[CH3:33])=[O:30])=[O:22])[CH2:4][C:5]1[CH:10]=[CH:9][C:8](B2OC(C)(C)C(C)(C)O2)=[CH:7][CH:6]=1.Br[C:38]1[CH:48]=[CH:47][C:41]2[N:42]([CH3:46])[C:43](=[O:45])[S:44][C:40]=2[CH:39]=1>>[NH2:1][C:2](=[O:36])[C@@H:3]([NH:20][C:21]([C@@H:23]1[CH2:28][CH2:27][CH2:26][CH2:25][N:24]1[C:29]([O:31][C:32]([CH3:35])([CH3:33])[CH3:34])=[O:30])=[O:22])[CH2:4][C:5]1[CH:6]=[CH:7][C:8]([C:38]2[CH:48]=[CH:47][C:41]3[N:42]([CH3:46])[C:43](=[O:45])[S:44][C:40]=3[CH:39]=2)=[CH:9][CH:10]=1. Reported procedure: The subtitle compound was prepared by the method of Example 96 step (a) using (S)-tert-butyl 2-((S)-1-amino-1-oxo-3-(4-(4,4,5,5-tetramethyl-1,3,2-dioxaborolan-2-yl)phenyl)propan-2-ylcarbamoyl)piperidine-1-carboxylate and 6-bromo-3-methylbenzo[d]thiazol-2(3H)-one. The reactants are O (water), C([O-])(O)=O.[Na+] (sodium bicarbonate), COC1=C(CNC(C2=CC=C(C=C2)C(F)(F)F)=O)C=CC=C1 (N1-(2-methoxybenzyl)-4-(trifluoromethyl)benzamide), C1N2CN3CN1CN(C2)C3 (hexamethylene tetramine). Solvent: C(C)(=O)OCC (ethyl acetate), FC(C(=O)O)(F)F (trifluoroacetic acid). The product is C(=O)C=1C=CC(=C(CNC(C2=CC=C(C=C2)C(F)(F)F)=O)C1)OC (N1-(5-formyl-2-methoxybenzyl)-4-(trifluoromethyl)benzamide). RXN SMILES: [CH3:1][O:2][C:3]1[CH:22]=[CH:21][CH:20]=[CH:19][C:4]=1[CH2:5][NH:6][C:7](=[O:18])[C:8]1[CH:13]=[CH:12][C:11]([C:14]([F:17])([F:16])[F:15])=[CH:10][CH:9]=1.C1N2CN3CN(C2)CN1C3.O.[C:34](=O)(O)[O-:35].[Na+]>FC(F)(F)C(O)=O.C(OCC)(=O)C>[CH:34]([C:20]1[CH:21]=[CH:22][C:3]([O:2][CH3:1])=[C:4]([CH:19]=1)[CH2:5][NH:6][C:7](=[O:18])[C:8]1[CH:13]=[CH:12][C:11]([C:14]([F:16])([F:17])[F:15])=[CH:10][CH:9]=1)=[O:35] |f:3.4|. Reported procedure: 8.7 g of N1-(2-methoxybenzyl)-4-(trifluoromethyl)benzamide was dissolved in 20 ml trifluoroacetic acid, and 3.9 g of hexamethylene tetramine was added, and the mixture was reacted at 85° C. for 3 hours. The reaction solution was returned to room temperature, and water and ethyl acetate were added, and further sodium bicarbonate was added until the pH reached 8. After extracting with ethyl acetate, the extract was washed with brine, dried over anhydrous magnesium sulfate and the solvent was evapo...